This data is from the Open Reaction Database (ORD), a public repository of structured organic reaction records. The task is: describe an organic reaction: reactants, conditions, products, and yield The reactants are Cl (hydrochloric acid), C(C)OC(=O)C=1C=NN(C1C)C1=NC=C(C=C1)Br (1-(5-bromopyridin-2-yl)-5-methyl-1H-pyrazole-4-carboxylic acid ethyl ester), P(=O)([O-])([O-])[O-].[K+].[K+].[K+] (tripotassium phosphate), C1(CCCCC1)P(C1=C(C=CC=C1)C1=C(C=CC=C1OC)OC)C1CCCCC1 (2-dicyclohexylphosphino-2′,6′-dimethoxybiphenyl), COCC=CB1OC(C)(C)C(C)(C)O1 (3-methoxy-1-propenylboronic acid pinacol ester), aqueous solution, [OH-].[Na+] (sodium hydroxide). Reagents/catalysts: C(C)(=O)[O-].[Pd+2].C(C)(=O)[O-] (palladium (II) acetate). Solvent: O (water), O1CCCC1 (Tetrahydrofuran), C(C)O (ethanol), O (water). Conditions: temperature 100 celsius, time 4.5 hour. Product: COC/C=C/C=1C=CC(=NC1)N1N=CC(=C1C)C(=O)O (1-{5-[(1E)-3-Methoxy-1-propenyl]pyridin-2-yl}-5-methyl-1H-pyrazole-4-carboxylic acid). Yield: 549.6%. Reaction SMILES: C([O:3][C:4]([C:6]1[CH:7]=[N:8][N:9]([C:12]2[CH:17]=[CH:16][C:15](Br)=[CH:14][N:13]=2)[C:10]=1[CH3:11])=[O:5])C.C1(P(C2CCCCC2)C2C=CC=CC=2C2[C:37]([O:38][CH3:39])=[CH:36][CH:35]=CC=2OC)CCCCC1.COCC=CB1OC(C)(C)C(C)(C)O1.P([O-])([O-])([O-])=O.[K+].[K+].[K+].[OH-].[Na+].Cl>C([O-])(=O)C.[Pd+2].C([O-])(=O)C.O.C(O)C.O1CCCC1>[CH3:39][O:38][CH2:37]/[CH:36]=[CH:35]/[C:15]1[CH:16]=[CH:17][C:12]([N:9]2[C:10]([CH3:11])=[C:6]([C:4]([OH:3])=[O:5])[CH:7]=[N:8]2)=[N:13][CH:14]=1 |f:3.4.5.6,7.8,10.11.12|. Procedure details: Tetrahydrofuran (4 ml) was added to 1-(5-bromopyridin-2-yl)-5-methyl-1H-pyrazole-4-carboxylic acid ethyl ester (620 mg) described in Reference Example 24(2), palladium (II) acetate (45 mg), 2-dicyclohexylphosphino-2′,6′-dimethoxybiphenyl (S-Phos) (82 mg), 3-methoxy-1-propenylboronic acid pinacol ester (594 μl) and tripotassium phosphate (1.0 g), and stirred at 100° C. for 4.5 hours. Then, water (5 ml), 4N aqueous solution of sodium hydroxide (5 ml) and ethanol (5 ml) were added to the reaction s... Starting materials: CC=1C=C(C=C(C1)C)C=1NC2=CC=C(C=C2C1CCNC(C1=CC=CC=C1)=O)[N+](=O)[O-] (N-{2-[2-(3,5-dimethylphenyl)-5-nitro-1H-indol-3-yl]ethyl}benzamide), B (borane). Run in O1CCCC1 (tetrahydrofuran). Yields the product C(C1=CC=CC=C1)NCCC1=C(NC2=CC=C(C=C12)[N+](=O)[O-])C1=CC(=CC(=C1)C)C (Benzyl- {2-[2-(3,5-dimethylphenyl)-5-nitro-1H-indol-3-yl]ethyl}amine). Yield: 91.3%. As a reaction SMILES: [CH3:1][C:2]1[CH:3]=[C:4]([C:9]2[NH:10][C:11]3[C:16]([C:17]=2[CH2:18][CH2:19][NH:20][C:21](=O)[C:22]2[CH:27]=[CH:26][CH:25]=[CH:24][CH:23]=2)=[CH:15][C:14]([N+:29]([O-:31])=[O:30])=[CH:13][CH:12]=3)[CH:5]=[C:6]([CH3:8])[CH:7]=1.B>O1CCCC1>[CH2:21]([NH:20][CH2:19][CH2:18][C:17]1[C:16]2[C:11](=[CH:12][CH:13]=[C:14]([N+:29]([O-:31])=[O:30])[CH:15]=2)[NH:10][C:9]=1[C:4]1[CH:5]=[C:6]([CH3:8])[CH:7]=[C:2]([CH3:1])[CH:3]=1)[C:22]1[CH:23]=[CH:24][CH:25]=[CH:26][CH:27]=1. Procedure details: To a stirred solution of N-{2-[2-(3,5-dimethylphenyl)-5-nitro-1H-indol-3-yl]ethyl}benzamide (1.7 g in 130 mL dry tetrahydrofuran) was added 35 mL of a IM solution of borane in tetrahydrofuran and the mixture heated slowly to reflux on an oil bath. After 2 hours the mixture was cooled to room temperature and the excess borane quenched by the careful addition of methanol. The mixture was concentrated to half-volume, treated with N,N-dimethylethanolamine (13 mL) and heated to reflux on an oil bath....